From a dataset of the Open Reaction Database (ORD), a public repository of structured organic reaction records. describe an organic reaction: reactants, conditions, products, and yield The reactants are FC1=C(C=CC(=C1)F)[C@@]12N=C(S[C@@H]([C@@H]1C[C@@H](OC2)COCC)C)NC(C2=CC=CC=C2)=O (N-[(4R,4aR,6R,8aS)-8a-(2,4-difluorophenyl)-6-(ethoxymethyl)-4-methyl-4,4a,5,6,8,8a-hexahydropyrano[3,4-d][1,3]thiazin-2-yl]benzamide), FC1=C(C=CC(=C1)F)[C@@]12N=C(S[C@@H]([C@@H]1C[C@@H](OC2)COC)C)NC(C2=CC=CC=C2)=O (N-[(4R,4aR,6R,8aS)-8a-(2,4-difluorophenyl)-6-(methoxymethyl)-4-methyl-4,4a,5,6,8,8a-hexahydropyrano[3,4-d][1,3]thiazin-2-yl]benzamide), FC1=C(C=CC(=C1)F)[C@@]12N=C(S[C@@H]([C@@H]1C[C@@H](OC2)COC)C)N ((4R,4aR,6R,8aS)-8a-(2,4-difluorophenyl)-6-(methoxymethyl)-4-methyl-4,4a,5,6,8,8a-hexahydropyrano[3,4-d][1,3]thiazin-2-amine). Yields the product FC1=C(C=CC(=C1)F)[C@@]12N=C(S[C@@H]([C@@H]1C[C@@H](OC2)COCC)C)N ((4R,4aR,6R,8aS)-8a-(2,4-difluorophenyl)-6-(ethoxymethyl)-4-methyl-4,4a,5,6,8,8a-hexahydropyrano[3,4-d][1,3]thiazin-2-amine). As a reaction SMILES: [F:1][C:2]1[CH:7]=[C:6]([F:8])[CH:5]=[CH:4][C:3]=1[C@:9]12[CH2:18][O:17][C@@H:16]([CH2:19][O:20][CH2:21][CH3:22])[CH2:15][C@H:14]1[C@@H:13]([CH3:23])[S:12][C:11]([NH:24]C(=O)C1C=CC=CC=1)=[N:10]2.FC1C=C(F)C=CC=1[C@]12CO[C@@H](COC)C[C@H]1[C@@H](C)SC(NC(=O)C1C=CC=CC=1)=N2.FC1C=C(F)C=CC=1[C@]12CO[C@@H](COC)C[C@H]1[C@@H](C)SC(N)=N2>>[F:1][C:2]1[CH:7]=[C:6]([F:8])[CH:5]=[CH:4][C:3]=1[C@:9]12[CH2:18][O:17][C@@H:16]([CH2:19][O:20][CH2:21][CH3:22])[CH2:15][C@H:14]1[C@@H:13]([CH3:23])[S:12][C:11]([NH2:24])=[N:10]2. Reported procedure: N-[(4R,4aR,6R,8aS)-8a-(2,4-difluorophenyl)-6-(ethoxymethyl)-4-methyl-4,4a,5,6,8,8a-hexahydropyrano[3,4-d][1,3]thiazin-2-yl]benzamide (C25) was deprotected using the method described for conversion of N-[(4R,4aR,6R,8aS)-8a-(2,4-difluorophenyl)-6-(methoxymethyl)-4-methyl-4,4a,5,6,8,8a-hexahydropyrano[3,4-d][1,3]thiazin-2-yl]benzamide (C20) to (4R,4aR,6R,8aS)-8a-(2,4-difluorophenyl)-6-(methoxymethyl)-4-methyl-4,4a,5,6,8,8a-hexahydropyrano[3,4-d][1,3]thiazin-2-amine (2) in Example 2. The product was... The reactants are C(CCCCCC)C(CO)CO (2-n-Heptylpropan-1,3-diol), BrC1=CC=C(C=O)C=C1 (4-bromobenzaldehyde), C1(=CC=C(C=C1)S(=O)(=O)O)C (4-toluenesulphonic acid). Yields the product BrC1=CC=C(C=C1)C1OCC(CO1)CCCCCCC (2-(4'-Bromophenyl)-5-n-heptyl-1,3-dioxane). As a reaction SMILES: [CH2:1]([CH:8]([CH2:11][OH:12])[CH2:9][OH:10])[CH2:2][CH2:3][CH2:4][CH2:5][CH2:6][CH3:7].[Br:13][C:14]1[CH:21]=[CH:20][C:17]([CH:18]=O)=[CH:16][CH:15]=1.C1(C)C=CC(S(O)(=O)=O)=CC=1>>[Br:13][C:14]1[CH:21]=[CH:20][C:17]([CH:18]2[O:10][CH2:9][CH:8]([CH2:1][CH2:2][CH2:3][CH2:4][CH2:5][CH2:6][CH3:7])[CH2:11][O:12]2)=[CH:16][CH:15]=1. Procedure details: Quantities: compound from Example 8 (44 g, 0.25 mol), 4-bromobenzaldehyde (42.8 g, 0.23 mol) and 4-toluenesulphonic acid (150 mg). The experimental procedure was as described in Example 11. Reactants: ClC1=CC=C(CNC(=O)C=2C(C3=C(N(C2)CC(=O)N(C)OC)C=C(S3)CO)=O)C=C1 (N-(4-chlorobenzyl)-2-(hydroxymethyl)-4-{2-[methoxy(methyl)amino]-2-oxoethyl}-7-oxo-4,7-dihydrothieno [3,2-b]pyridine-6-carboxamide), N1=C(C=C(C=C1C)C)C (collidine), O (water), CS(=O)(=O)Cl (methanesulfonyl chloride). Reagents/catalysts: CN(C)C=1C=CN=CC1 (DMAP). Solvent: CN(C)C=O (DMF). Conditions: time 24 hour. The product is ClC1=CC=C(CNC(=O)C=2C(C3=C(N(C2)CC(=O)N(C)OC)C=C(S3)CCl)=O)C=C1 (N-(4-chlorobenzyl)-2-(chloromethyl)-4-{2-[methoxy(methyl)amino]-2-oxoethyl}-7-oxo-4,7-dihydrothieno [3,2-b]pyridine-6-carboxamide). Isolated yield 94.9%. As a reaction SMILES: [Cl:1][C:2]1[CH:30]=[CH:29][C:5]([CH2:6][NH:7][C:8]([C:10]2[C:11](=[O:28])[C:12]3[S:25][C:24]([CH2:26]O)=[CH:23][C:13]=3[N:14]([CH2:16][C:17]([N:19]([O:21][CH3:22])[CH3:20])=[O:18])[CH:15]=2)=[O:9])=[CH:4][CH:3]=1.N1C(C)=CC(C)=CC=1C.CS([Cl:44])(=O)=O.O>CN(C1C=CN=CC=1)C.CN(C=O)C>[Cl:1][C:2]1[CH:3]=[CH:4][C:5]([CH2:6][NH:7][C:8]([C:10]2[C:11](=[O:28])[C:12]3[S:25][C:24]([CH2:26][Cl:44])=[CH:23][C:13]=3[N:14]([CH2:16][C:17]([N:19]([O:21][CH3:22])[CH3:20])=[O:18])[CH:15]=2)=[O:9])=[CH:29][CH:30]=1. Reported procedure: To a mixture of N-(4-chlorobenzyl)-2-(hydroxymethyl)-4-{2-[methoxy(methyl)amino]-2-oxoethyl}-7-oxo-4,7-dihydrothieno [3,2-b]pyridine-6-carboxamide (80 mg, 0.18 mmol), collidine (59 μL, 0.44 mmol) and DMAP (3.2 mg) in DMF (2.6 mL) was added methanesulfonyl chloride (35 μL, 0.44 mmol). The reaction was stirred at room temperature for 24 hrs, then cooled to 0° C. before the addition of water (5 mL). The resulting ppt was collected by filtration and washed with water and dried in vacuo, leaving the ...